From a dataset of the Open Reaction Database (ORD), a public repository of structured organic reaction records. describe an organic reaction: reactants, conditions, products, and yield Starting materials: Cc1ccc(OCCc2ccc(C#N)cc2)cc1N, O=S(=O)(Cl)c1ccccc1, c1ccncc1. The product is Cc1ccc(OCCc2ccc(C#N)cc2)cc1NS(=O)(=O)c1ccccc1. Reaction SMILES: [NH2:11][c:12]1[c:13]([CH3:29])[cH:14][cH:15][c:16]([O:18][CH2:19][CH2:20][c:21]2[cH:22][cH:23][c:24]([C:27]#[N:28])[cH:25][cH:26]2)[cH:17]1.[c:1]1([S:7](=[O:8])(=[O:9])[Cl:10])[cH:2][cH:3][cH:4][cH:5][cH:6]1.[cH:30]1[cH:31][cH:32][n:33][cH:34][cH:35]1>>[c:1]1([S:7](=[O:8])(=[O:9])[NH:11][c:12]2[c:13]([CH3:29])[cH:14][cH:15][c:16]([O:18][CH2:19][CH2:20][c:21]3[cH:22][cH:23][c:24]([C:27]#[N:28])[cH:25][cH:26]3)[cH:17]2)[cH:2][cH:3][cH:4][cH:5][cH:6]1. Isolated yield 61.1%. Run in ClCCl (dichloromethane). Reactants: NC=1C(=CC=C2CCC(C12)CCNC(C)=O)OC (N-[2-(7-amino-6-methoxyindan-1-yl) ethyl]acetamide), B(Br)(Br)Br (boron tribromide), ice water. RXN SMILES: [NH2:1][C:2]1[C:3]([O:17]C)=[CH:4][CH:5]=[C:6]2[C:10]=1[CH:9]([CH2:11][CH2:12][NH:13][C:14](=[O:16])[CH3:15])[CH2:8][CH2:7]2.B(Br)(Br)Br>ClCCl>[NH2:1][C:2]1[C:3]([OH:17])=[CH:4][CH:5]=[C:6]2[C:10]=1[CH:9]([CH2:11][CH2:12][NH:13][C:14](=[O:16])[CH3:15])[CH2:8][CH2:7]2. Procedure: To a solution of N-[2-(7-amino-6-methoxyindan-1-yl) ethyl]acetamide (1.1 g, 4.4 mmol.) in dichloromethane (20 mL) was added dropwise gradually boron tribromide (2.1 mL, 22.1 mmol.). The mixture was stirred for 30 minutes at the same temperature. The reaction mixture was poured into ice-water, which was subjected to extraction with 10% methanol/chloroform. The extract solution was dried over anhydrous magnesium sulfate, followed by distilling off the solvent under reduced pressure. The residue wa... Conditions: time 30 minute. Product: NC=1C(=CC=C2CCC(C12)CCNC(C)=O)O (N-[2-(7-amino-6-hydroxyindan-1yl)ethyl]acetamide). As a reaction SMILES: [CH2:1]([C:2]#[CH:3])[NH2:4].[CH3:5][c:6]1[cH:7][cH:8][cH:9][cH:10][cH:11]1.[Cl:14][C:15](=[O:16])[O:17][CH2:18][CH3:19].[Na+:13].[OH-:12].[OH2:20]>>[CH2:1]([C:2]#[CH:3])[NH:4][C:15](=[O:16])[O:17][CH2:18][CH3:19]. Starting materials: C#CCN, Cc1ccccc1, CCOC(=O)Cl, [Na+], [OH-], O. Product: C#CCNC(=O)OCC. Starting materials: FC=1C=C2C(=CN(C2=CC1I)C)C=1C(NC(C1C1=COC2=C1C=CC=C2OC)=O)=O (3-(5-Fluoro-6-iodo-1-methyl-1H-indol-3-yl )-4-(7-methoxy benzofuran-3-yl)-pyrrole-2,5-dione), ClC1=CC=C(C=C1)B(O)O (4-chloro-phenylboronic acid), C(=O)([O-])[O-].[K+].[K+] (K2CO3). The reagents and catalysts are C=1C=CC(=CC1)[P](C=2C=CC=CC2)(C=3C=CC=CC3)[Pd]([P](C=4C=CC=CC4)(C=5C=CC=CC5)C=6C=CC=CC6)([P](C=7C=CC=CC7)(C=8C=CC=CC8)C=9C=CC=CC9)[P](C=1C=CC=CC1)(C=1C=CC=CC1)C=1C=CC=CC1 (Pd(PPh3)4). Run in C(OC)COC (dimethoxy ethane). Reaction conditions: time 10 minute. Yields the product ClC1=CC=C(C=C1)C1=C(C=C2C(=CN(C2=C1)C)C=1C(NC(C1C1=COC2=C1C=CC=C2OC)=O)=O)F (3-[6-(4-Chlorophenyl)-5-fluoro-1-methyl-1H-indol-3-yl]-4-(7-methoxy-benzofuran-3-yl)-pyrrole-2,5-dione). Isolated yield 51.2%. RXN SMILES: [F:1][C:2]1[CH:3]=[C:4]2[C:8](=[CH:9][C:10]=1I)[N:7]([CH3:12])[CH:6]=[C:5]2[C:13]1[C:14](=[O:30])[NH:15][C:16](=[O:29])[C:17]=1[C:18]1[C:22]2[CH:23]=[CH:24][CH:25]=[C:26]([O:27][CH3:28])[C:21]=2[O:20][CH:19]=1.[Cl:31][C:32]1[CH:37]=[CH:36][C:35](B(O)O)=[CH:34][CH:33]=1.C([O-])([O-])=O.[K+].[K+]>C(COC)OC.C1C=CC([P]([Pd]([P](C2C=CC=CC=2)(C2C=CC=CC=2)C2C=CC=CC=2)([P](C2C=CC=CC=2)(C2C=CC=CC=2)C2C=CC=CC=2)[P](C2C=CC=CC=2)(C2C=CC=CC=2)C2C=CC=CC=2)(C2C=CC=CC=2)C2C=CC=CC=2)=CC=1>[Cl:31][C:32]1[CH:37]=[CH:36][C:35]([C:10]2[CH:9]=[C:8]3[C:4]([C:5]([C:13]4[C:14](=[O:30])[NH:15][C:16](=[O:29])[C:17]=4[C:18]4[C:22]5[CH:23]=[CH:24][CH:25]=[C:26]([O:27][CH3:28])[C:21]=5[O:20][CH:19]=4)=[CH:6][N:7]3[CH3:12])=[CH:3][C:2]=2[F:1])=[CH:34][CH:33]=1 |f:2.3.4,^1:56,58,77,96|. Procedure details: 3-(5-Fluoro-6-iodo-1-methyl-1H-indol-3-yl )-4-(7-methoxy benzofuran-3-yl)-pyrrole-2,5-dione (0.020 g, 0.039 mmol), Pd(PPh3)4 (4.5 mg, 0.004 mmol), and 4-chloro-phenylboronic acid (15.1 mg, 0.097 mmol) were dissolved in dimethoxy ethane (DME) (4 mL), and the mixture was degassed for 1 min and stirred for 10 min at room temperature. A solution of K2CO3 (2 M, 0.049 mL, 0.098 mmol) was added. The mixture was degassed again for 1 min, and stirred at 85° C. overnight. The resulting mixture was cooled ...